describe an organic reaction: reactants, conditions, products, and yield From a dataset of the Open Reaction Database (ORD), a public repository of structured organic reaction records. Starting materials: N1=CC=CC=C1 (pyridine), Cl (hydrochloric acid), CCOCC (ether), OC1=CC=C(C=C1)[C@@H]1C(=O)O[C@@H](C1)CCCCCC ((2R,4R)-2-(4-hydroxyphenyl)-4-decanolide), C(CCCCCCC)OC1=CC=C(C(=O)Cl)C=C1 (4-octyloxybenzoyl chloride). Solvent: ClCCl (dichloromethane). Conditions: time 6 hour. Yields the product crystals, C(CCCCCCC)OC1=CC=C(C(=O)OC2=C(C=CC=C2)[C@@H]2C(=O)O[C@@H](C2)CCCCCC)C=C1 ((2R, 4 R)-2-{(4-octyloxybenzoyloxy)phenyl)- 4-decanolide). Isolated yield 70.0%. RXN SMILES: O[C:2]1[CH:7]=[CH:6][C:5]([C@H:8]2[CH2:13][C@@H:12]([CH2:14][CH2:15][CH2:16][CH2:17][CH2:18][CH3:19])[O:11][C:9]2=[O:10])=[CH:4][CH:3]=1.[CH2:20]([O:28][C:29]1[CH:37]=[CH:36][C:32]([C:33](Cl)=[O:34])=[CH:31][CH:30]=1)[CH2:21][CH2:22][CH2:23][CH2:24][CH2:25][CH2:26][CH3:27].N1C=CC=CC=1.Cl.CC[O:47]CC>ClCCl>[CH2:20]([O:28][C:29]1[CH:37]=[CH:36][C:32]([C:33]([O:47][C:6]2[CH:7]=[CH:2][CH:3]=[CH:4][C:5]=2[C@H:8]2[CH2:13][C@@H:12]([CH2:14][CH2:15][CH2:16][CH2:17][CH2:18][CH3:19])[O:11][C:9]2=[O:10])=[O:34])=[CH:31][CH:30]=1)[CH2:21][CH2:22][CH2:23][CH2:24][CH2:25][CH2:26][CH3:27]. Reported procedure: In 4 ml of dichloromethane were dissolved 50 mg of (2R,4R)-2-(4-hydroxyphenyl)-4-decanolide obtained in Example 3 and 49 mg of 4-octyloxybenzoyl chloride. To this solution was added 1 ml of pyridine. The resulting mixture was stirred for 6 hours under heating to reflux. The reaction mixture was allowed to cool, and then 50 ml of ether and diluted hydrochloric acid were added thereto. The resulting organic layer was separated, washed with water, and then dried with anhydrous sodium sulfate. The s... The product is CSC(=N[N+](=O)[O-])N(Cc1cnc(Cl)s1)C(=O)c1ccccc1. As a reaction SMILES: [C:25]([c:26]1[cH:27][cH:28][cH:29][cH:30][cH:31]1)(=[O:32])[Cl:33].[CH3:22][C:23]#[N:24].[Cl:1][c:2]1[s:3][c:4]([CH2:7][NH:8][C:9]([S:10][CH3:11])=[N:12][N+:13](=[O:14])[O-:15])[cH:5][n:6]1.[OH2:34].[cH:16]1[cH:17][cH:18][n:19][cH:20][cH:21]1>>[Cl:1][c:2]1[s:3][c:4]([CH2:7][N:8]([C:9]([S:10][CH3:11])=[N:12][N+:13](=[O:14])[O-:15])[C:25]([c:26]2[cH:27][cH:28][cH:29][cH:30][cH:31]2)=[O:32])[cH:5][n:6]1. Reactants: O=C(Cl)c1ccccc1, CC#N, CSC(=N[N+](=O)[O-])NCc1cnc(Cl)s1, O, c1ccncc1.